Task: describe an organic reaction: reactants, conditions, products, and yield. Dataset: the Open Reaction Database (ORD), a public repository of structured organic reaction records Starting materials: C(C)(=O)OCC (ethyl acetate), COCC1=CC=C(C=N1)OC=1C=C2C=C(NC2=C(C1)OC1CCOCC1)C(N)=S (5-{[6-(methoxymethyl)pyridin-3-yl]oxy}-7-(tetrahydro-2H-pyran-4-yloxy)-1H-indole-2-carbothioamide), C(C#CC)(=O)OCC (ethyl 2-butynoate), C(CCC)P(CCCC)CCCC (tri-n-butylphosphine). Run in CCCCCC (hexane), O1CCCC1 (tetrahydrofuran), C1(=CC=CC=C1)C (toluene). Conditions: temperature 90 celsius, time 1 hour. Yields the product C(C)OC(CC1CN=C(S1)C=1NC2=C(C=C(C=C2C1)OC=1C=NC(=CC1)COC)OC1CCOCC1)=O (Ethyl{2-[5-{[6-(methoxymethyl)pyridin-3-yl]oxy}-7-(tetrahydro-2H-pyran-4-yloxy)-1H-indol-2-yl]-4,5-dihydro-1,3-thiazol-5-yl}acetate). Isolated yield 65.6%. Reaction SMILES: [CH3:1][O:2][CH2:3][C:4]1[N:9]=[CH:8][C:7]([O:10][C:11]2[CH:12]=[C:13]3[C:17](=[C:18]([O:20][CH:21]4[CH2:26][CH2:25][O:24][CH2:23][CH2:22]4)[CH:19]=2)[NH:16][C:15]([C:27](=[S:29])[NH2:28])=[CH:14]3)=[CH:6][CH:5]=1.[C:30]([O:35][CH2:36][CH3:37])(=[O:34])[C:31]#[C:32][CH3:33].C(P(CCCC)CCCC)CCC.C(OCC)(=O)C>O1CCCC1.C1(C)C=CC=CC=1.CCCCCC>[CH2:36]([O:35][C:30](=[O:34])[CH2:31][CH:32]1[S:29][C:27]([C:15]2[NH:16][C:17]3[C:13]([CH:14]=2)=[CH:12][C:11]([O:10][C:7]2[CH:8]=[N:9][C:4]([CH2:3][O:2][CH3:1])=[CH:5][CH:6]=2)=[CH:19][C:18]=3[O:20][CH:21]2[CH2:26][CH2:25][O:24][CH2:23][CH2:22]2)=[N:28][CH2:33]1)[CH3:37]. Procedure details: To a solution of 5-{[6-(methoxymethyl)pyridin-3-yl]oxy}-7-(tetrahydro-2H-pyran-4-yloxy)-1H-indole-2-carbothioamide (1.5 g) in tetrahydrofuran (10 mL) and toluene (15 mL) were added ethyl 2-butynoate (1.02 g) and tri-n-butylphosphine (0.73 g), and the mixture was stirred at 90° C. for 1 hr. The reaction mixture was cooled, and concentrated under reduced pressure. The obtained crude product was subjected to silica gel column chromatography (ethyl acetate:hexane=0:100 to 100:0, volume ratio) to giv... Reactants: C(C)(C)N=C=NC(C)C (diisopropyl carbodiimide), C1(=CC=CC=C1)CCCC(=O)O (4-phenylbutyric acid), N,N-dimethylaminopyridine, C(C=1C(O)=CC=CC1)(=O)OCC (ethyl salicylate). The solvent is ClCCl (dichloromethane). Reaction conditions: time 18 hour. The product is C1(=CC=CC=C1)CCCC(=O)C1(C(C(=O)OCC)C=CC=C1)O (Ethyl 2-(4-Phenylbutanoyl)salicylate). Reaction SMILES: [C:1]1([CH2:7][CH2:8][CH2:9][C:10]([OH:12])=O)[CH:6]=[CH:5][CH:4]=[CH:3][CH:2]=1.[C:13]([O:22][CH2:23][CH3:24])(=[O:21])[C:14]1[C:15](=[CH:17][CH:18]=[CH:19][CH:20]=1)[OH:16].C(N=C=NC(C)C)(C)C>ClCCl>[C:1]1([CH2:7][CH2:8][CH2:9][C:10]([C:15]2([OH:16])[CH:17]=[CH:18][CH:19]=[CH:20][CH:14]2[C:13]([O:22][CH2:23][CH3:24])=[O:21])=[O:12])[CH:2]=[CH:3][CH:4]=[CH:5][CH:6]=1. Reported procedure: To a stirred solution of 1.00 g of 4-phenylbutyric acid and 60 mg of N,N-dimethylaminopyridine in 20 ml of dichloromethane is added 0.75 ml of ethyl salicylate, followed by 0.95 ml of diisopropyl carbodiimide. After 18 hours, the mixture is concentrated under reduced pressure, and the residue triturated with ether. The organic phase is washed with aq. sodium bicarbonate and brine, dried (magnesium sulfate), and concentrated under reduced pressure. Flash chromatography on silica with 10% ethyl ac... The reactants are CS(=O)(=O)Cl, CCOC(C)=O, COc1ncccc1-c1cc(NC(=O)c2ccc(N)cc2)c(OC)c(C(C)(C)C)c1, c1ccncc1. Yields the product COc1ncccc1-c1cc(NC(=O)c2ccc(NS(C)(=O)=O)cc2)c(OC)c(C(C)(C)C)c1. RXN SMILES: [CH3:31][S:32]([Cl:33])(=[O:34])=[O:35].[CH3:42][CH2:43][O:44][C:45]([CH3:46])=[O:47].[NH2:1][c:2]1[cH:3][cH:4][c:5]([C:6](=[O:7])[NH:8][c:9]2[c:10]([O:27][CH3:28])[c:11]([C:23]([CH3:24])([CH3:25])[CH3:26])[cH:12][c:13](-[c:15]3[c:16]([O:21][CH3:22])[n:17][cH:18][cH:19][cH:20]3)[cH:14]2)[cH:29][cH:30]1.[cH:36]1[cH:37][cH:38][n:39][cH:40][cH:41]1>>[NH:1]([c:2]1[cH:3][cH:4][c:5]([C:6](=[O:7])[NH:8][c:9]2[c:10]([O:27][CH3:28])[c:11]([C:23]([CH3:24])([CH3:25])[CH3:26])[cH:12][c:13](-[c:15]3[c:16]([O:21][CH3:22])[n:17][cH:18][cH:19][cH:20]3)[cH:14]2)[cH:29][cH:30]1)[S:32]([CH3:31])(=[O:34])=[O:35]. Starting materials: NC1=NC(=C(C(=N1)C=1OC=CC1)C#N)S(=O)C (2-amino-4-furan-2-yl-6-methanesulfinyl-pyrimidine-5-carbonitrile), NC1=C(CN)C=CC=C1 (2-aminobenzylamine). The solvent is COCCOC (DME). Yields the product NC1=NC(=C(C(=N1)NCC1=C(C=CC=C1)N)C#N)C=1OC=CC1 (2-Amino-4-(2-amino-benzylamino)-6-furan-2-yl-pyrimidine-5-carbonitrile). As a reaction SMILES: [NH2:1][C:2]1[N:7]=[C:6]([C:8]2[O:9][CH:10]=[CH:11][CH:12]=2)[C:5]([C:13]#[N:14])=[C:4](S(C)=O)[N:3]=1.[NH2:18][C:19]1[CH:26]=[CH:25][CH:24]=[CH:23][C:20]=1[CH2:21][NH2:22]>COCCOC>[NH2:1][C:2]1[N:3]=[C:4]([NH:22][CH2:21][C:20]2[CH:23]=[CH:24][CH:25]=[CH:26][C:19]=2[NH2:18])[C:5]([C:13]#[N:14])=[C:6]([C:8]2[O:9][CH:10]=[CH:11][CH:12]=2)[N:7]=1. Procedure details: From 2-amino-4-furan-2-yl-6-methanesulfinyl-pyrimidine-5-carbonitrile and 2-aminobenzylamine in DME. ES-MS m/e (%): 307 (M+H+, 100). Reactants: CI (Methyl iodide), CC1=CC(=C(C(=O)O)C=C1)NS(=O)(=O)C (4-methyl-2-(N-methylsulphonylamino)benzoic acid), C([O-])([O-])=O.[K+].[K+] (potassium carbonate), CC(=O)C (acetone). Yields the product CC1=CC(=C(C(=O)OC)C=C1)N(S(=O)(=O)C)C (methyl 4-methyl-2-(N-methyl-N-methylsulphonylamino)benzoate). RXN SMILES: [CH3:1]I.[CH3:3][C:4]1[CH:12]=[CH:11]C(C(O)=O)=[C:6]([NH:13][S:14]([CH3:17])(=[O:16])=[O:15])[CH:5]=1.[C:18](=[O:21])([O-])[O-].[K+].[K+].C[C:25]([CH3:27])=[O:26]>>[CH3:3][C:4]1[CH:12]=[CH:11][C:27]([C:25]([O:21][CH3:18])=[O:26])=[C:6]([N:13]([CH3:1])[S:14]([CH3:17])(=[O:15])=[O:16])[CH:5]=1 |f:2.3.4|. Reported procedure: Methyl iodide (22.0 ml) was added to a stirred suspension of 4-methyl-2-(N-methylsulphonylamino)benzoic acid (8.0 g) and anhydrous potassium carbonate (24.2 g) in acetone and the mixture was stirred and heated at reflux overnight. The mixture was cooled and filtered and the filtrate was evaporated to dryness. The residue was dissolved in dichloromethane and washed with aqueous sodium bicarbonate solution, water, dried (magnesium sulphate) and filtered. The filtrate was evaporated to dryness to g... The reactants are N1=CC(=CC2=CC=CC=C12)NC(C)C(=O)O (N-(quinolin-3-yl)-D,L-alanine), Cl.COC([C@@H](N)CCCC)=O (L-norleucine methyl ester hydrochloride). Product: COC([C@H](CCCC)NC(C(NC=1C=NC2=CC=CC=C2C1)C)=O)=O (N-[N-(quinolin-3-yl)-D,L-alanyl]-(S)-2-aminohexanoic acid methyl ester). Reaction SMILES: [N:1]1[C:10]2[C:5](=[CH:6][CH:7]=[CH:8][CH:9]=2)[CH:4]=[C:3]([NH:11][CH:12]([C:14]([OH:16])=O)[CH3:13])[CH:2]=1.Cl.[CH3:18][O:19][C:20](=[O:27])[C@H:21]([CH2:23][CH2:24][CH2:25][CH3:26])[NH2:22]>>[CH3:18][O:19][C:20](=[O:27])[C@@H:21]([NH:22][C:14](=[O:16])[CH:12]([CH3:13])[NH:11][C:3]1[CH:2]=[N:1][C:10]2[C:5]([CH:4]=1)=[CH:6][CH:7]=[CH:8][CH:9]=2)[CH2:23][CH2:24][CH2:25][CH3:26] |f:1.2|. Procedure: Using General Procedure G, followed by hydrolysis set forth in General Procedure C, N-(quinolin-3-yl)-D,L-alanine was prepared. This compound was then coupled to L-norleucine methyl ester hydrochloride (Sigma) using General Procedure D to provide for the title compound as an oil. The latter reaction was monitored by tlc (Rf=0.76 in 10% methanol/methylene chloride and 0.07 in 1:1 EtOAc:Hexanes and the product was purified by flash chromatography using 10% methanol/methylene chloride as the eluent...